Dataset: the Open Reaction Database (ORD), a public repository of structured organic reaction records. Task: describe an organic reaction: reactants, conditions, products, and yield Product: FC(C(=O)[O-])(F)F.ClC1=C(C=CC=C1C(F)(F)F)[NH2+]C ([2-chloro-3-(trifluoromethyl)phenyl]-methylammonium trifluoroacetate). Procedure: 1.75 g of Rink-Amid® (0.96 mmol) is activated (FMOC cleavage) by stirring with 10 ml of a 25% solution of piperidine in DMF for 30 mins, then filtration of the resin and renewed treatment with 10 ml of a 25% solution of piperidine in DMF for 30 mins. The polymer is filtered off at the pump, washed successively three times each with DMF, methanol and dichloromethane and then allowed to swell in 10 ml of trimethyl orthoformate (TMOF). 400 mg (1.9 mmol) of 2-chloro-3-(trifluoromethyl)benzaldehyde a... Run at time 5 hour. The reactants are [BH4-].C(CCC)[N+](CCCC)(CCCC)CCCC (tetrabutylammonium borohydride), C(C)(=O)O (acetic acid), solution, N1CCCCC1 (piperidine), CN(C)C=O (DMF), ClC1=C(C=O)C=CC=C1C(F)(F)F (2-chloro-3-(trifluoromethyl)benzaldehyde). As a reaction SMILES: [NH:1]1CCCC[CH2:2]1.[Cl:7][C:8]1[C:15]([C:16]([F:19])([F:18])[F:17])=[CH:14][CH:13]=[CH:12][C:9]=1C=O.[BH4-].C([N+](CCCC)(CCCC)CCCC)CCC.C(O)(=[O:40])C.CN([CH:45]=[O:46])C>>[F:17][C:16]([F:19])([F:18])[C:45]([O-:46])=[O:40].[Cl:7][C:8]1[C:15]([C:16]([F:19])([F:18])[F:17])=[CH:14][CH:13]=[CH:12][C:9]=1[NH2+:1][CH3:2] |f:2.3,6.7|. Starting materials: N#Cc1ccccc1-n1cnc2c(CBr)cccc21, O=C([O-])[O-], CCCCc1nc(Cl)c(C=O)[nH]1, CN(C)C=O, [Cs+], [Cs+]. Yields the product CCCCc1nc(Cl)c(C=O)n1Cc1cccc2c1ncn2-c1ccccc1C#N. Reaction SMILES: [Br:1][CH2:2][c:3]1[cH:4][cH:5][cH:6][c:7]2[n:8](-[c:12]3[c:13]([C:14]#[N:15])[cH:16][cH:17][cH:18][cH:19]3)[cH:9][n:10][c:11]12.[C:32](=[O:33])([O-:34])[O-:35].[CH2:20]([CH2:21][CH2:22][CH3:23])[c:24]1[nH:25][c:26]([CH:30]=[O:31])[c:27]([Cl:29])[n:28]1.[CH3:38][N:39]([CH3:40])[CH:41]=[O:42].[Cs+:36].[Cs+:37]>>[CH2:2]([c:3]1[cH:4][cH:5][cH:6][c:7]2[n:8](-[c:12]3[c:13]([C:14]#[N:15])[cH:16][cH:17][cH:18][cH:19]3)[cH:9][n:10][c:11]12)[n:25]1[c:24]([CH2:20][CH2:21][CH2:22][CH3:23])[n:28][c:27]([Cl:29])[c:26]1[CH:30]=[O:31]. Starting materials: [N+](=O)([O-])C=1C=CC=2C3=CC=CC=C3C(NC2C1)=O (3-nitro-6(5H)-phenanthridinone). Reagents/catalysts: [Pd] (Pd/C). Run in CN(C)C=O (DMF). Conditions: time 2 hour. The product is NC=1C=CC=2C3=CC=CC=C3C(NC2C1)=O (3-Amino-6(5H)-phenanthridinone). The yield is 126.8%. RXN SMILES: [N+:1]([C:4]1[CH:5]=[CH:6][C:7]2[C:8]3[C:13]([C:14](=[O:18])[NH:15][C:16]=2[CH:17]=1)=[CH:12][CH:11]=[CH:10][CH:9]=3)([O-])=O>CN(C=O)C.[Pd]>[NH2:1][C:4]1[CH:5]=[CH:6][C:7]2[C:8]3[C:13]([C:14](=[O:18])[NH:15][C:16]=2[CH:17]=1)=[CH:12][CH:11]=[CH:10][CH:9]=3. Procedure details: A mixture of 3-nitro-6(5H)-phenanthridinone (structure 55 of Scheme XVI, where R1 =H, R2 =R3 =benzo, Y=NH) (480 mg, 1.5 mmol) and 50 mg of 10% Pd/C in 60 mL of DMF was stirred under an atmosphere of H2 for 2 h. The mixture was filtered through a Celite™ pad and the filtrate was concentrated to give 0.4 g of the crude aniline as a yellow solid. This material was used without further purification. Reactants: CCNCC, CO, CCOC(=O)c1c(CCl)nc2cc(OC)c(OC)cc2c1-c1ccc(OC)c(OC)c1, O. Product: CCOC(=O)c1c(CN(CC)CC)nc2cc(OC)c(OC)cc2c1-c1ccc(OC)c(OC)c1. RXN SMILES: [CH2:32]([CH3:33])[NH:34][CH2:35][CH3:36].[CH3:37][OH:38].[Cl:1][CH2:2][c:3]1[n:4][c:5]2[cH:6][c:7]([O:30][CH3:31])[c:8]([O:28][CH3:29])[cH:9][c:10]2[c:11](-[c:18]2[cH:19][c:20]([O:26][CH3:27])[c:21]([O:24][CH3:25])[cH:22][cH:23]2)[c:12]1[C:13](=[O:14])[O:15][CH2:16][CH3:17].[OH2:39]>>[CH2:2]([c:3]1[n:4][c:5]2[cH:6][c:7]([O:30][CH3:31])[c:8]([O:28][CH3:29])[cH:9][c:10]2[c:11](-[c:18]2[cH:19][c:20]([O:26][CH3:27])[c:21]([O:24][CH3:25])[cH:22][cH:23]2)[c:12]1[C:13](=[O:14])[O:15][CH2:16][CH3:17])[N:34]([CH2:32][CH3:33])[CH2:35][CH3:36]. Starting materials: COc1ccc(S(=O)(=O)Cl)cc1, COc1ccc2[nH]cc([N+](=O)[O-])c2c1, [K+], [OH-], O. Product: COc1ccc(S(=O)(=O)n2cc([N+](=O)[O-])c3cc(OC)ccc32)cc1. RXN SMILES: [CH3:15][O:16][c:17]1[cH:18][cH:19][c:20]([S:23](=[O:24])(=[O:25])[Cl:26])[cH:21][cH:22]1.[CH3:1][O:2][c:3]1[cH:4][c:5]2[c:6]([N+:12](=[O:13])[O-:14])[cH:7][nH:8][c:9]2[cH:10][cH:11]1.[K+:28].[OH-:27].[OH2:29]>>[CH3:1][O:2][c:3]1[cH:4][c:5]2[c:6]([N+:12](=[O:13])[O-:14])[cH:7][n:8]([S:23]([c:20]3[cH:19][cH:18][c:17]([O:16][CH3:15])[cH:22][cH:21]3)(=[O:24])=[O:25])[c:9]2[cH:10][cH:11]1. Starting materials: OC1=CC=CC=2C(C(OC21)(C)C)N2CCCCC2 (7-hydroxy-3-piperidino-2,2-dimethylbenzofuran), BrCCCCBr (1,4-dibromobutane), [OH-].[K+] (potassium hydroxide). Reagents/catalysts: [Cl-].C(CCC)[N+](CCCC)(CCCC)CCCC (tetrabutyl ammonium chloride). Solvent: CCOCC (ether), CCOCC (ether). Run at time 5 hour. Product: BrCCCCOC1=CC=CC=2C(C(OC21)(C)C)N2CCCCC2 (7-(4-Bromobutoxy)-3-piperidino-2,2-dimethylbenzofuran). Reaction SMILES: [OH-].[K+].[OH:3][C:4]1[C:12]2[O:11][C:10]([CH3:14])([CH3:13])[CH:9]([N:15]3[CH2:20][CH2:19][CH2:18][CH2:17][CH2:16]3)[C:8]=2[CH:7]=[CH:6][CH:5]=1.[Br:21][CH2:22][CH2:23][CH2:24][CH2:25]Br>[Cl-].C([N+](CCCC)(CCCC)CCCC)CCC.CCOCC>[Br:21][CH2:22][CH2:23][CH2:24][CH2:25][O:3][C:4]1[C:12]2[O:11][C:10]([CH3:13])([CH3:14])[CH:9]([N:15]3[CH2:20][CH2:19][CH2:18][CH2:17][CH2:16]3)[C:8]=2[CH:7]=[CH:6][CH:5]=1 |f:0.1,4.5|. Procedure details: Crushed potassium hydroxide (19.6 g) and tetrabutyl ammonium chloride (1.7 g) are added to a solution of 7-hydroxy-3-piperidino-2,2-dimethylbenzofuran (14.4 g) in 1,4-dibromobutane (69.4 ml) and the mixture stirred at RT under nitrogen for 5 hours. The reaction mixture is diluted with ether, washed with water, extracted with 5% aq. HCl and the acidic phase washed with ether. The acidic phase is made basic thereby forming an oil which is taken up in ether, washed with sat'd aq. NaCl, dried, filte... Starting materials: ClCCCl, Cc1cc(C2(N)CC2)no1, CCN(C(C)C)C(C)C, ClCCl, Cl, CNC(=O)c1c(-c2ccc(F)cc2)oc2ccc(-c3cc(C(=O)O)c(OC)cc3C)cc12, On1nnc2ccccc21. Yields the product CNC(=O)c1c(-c2ccc(F)cc2)oc2ccc(-c3cc(C(=O)NC4(c5cc(C)on5)CC4)c(OC)cc3C)cc12. RXN SMILES: [CH2:53]([Cl:54])[CH2:55][Cl:56].[CH3:33][c:34]1[cH:35][c:36]([C:39]2([NH2:42])[CH2:40][CH2:41]2)[n:37][o:38]1.[CH:58]([N:59]([CH:60]([CH3:61])[CH3:62])[CH2:63][CH3:64])([CH3:65])[CH3:66].[Cl:67][CH2:68][Cl:69].[ClH:57].[F:1][c:2]1[cH:3][cH:4][c:5](-[c:8]2[o:9][c:10]3[c:11]([c:12]2[C:13]([NH:14][CH3:15])=[O:16])[cH:17][c:18](-[c:21]2[c:22]([CH3:32])[cH:23][c:24]([O:30][CH3:31])[c:25]([C:26](=[O:27])[OH:28])[cH:29]2)[cH:19][cH:20]3)[cH:6][cH:7]1.[OH:43][n:44]1[c:45]2[c:46]([cH:47][cH:48][cH:49][cH:50]2)[n:51][n:52]1>>[F:1][c:2]1[cH:3][cH:4][c:5](-[c:8]2[o:9][c:10]3[c:11]([c:12]2[C:13]([NH:14][CH3:15])=[O:16])[cH:17][c:18](-[c:21]2[c:22]([CH3:32])[cH:23][c:24]([O:30][CH3:31])[c:25]([C:26](=[O:28])[NH:42][C:39]4([c:36]5[cH:35][c:34]([CH3:33])[o:38][n:37]5)[CH2:40][CH2:41]4)[cH:29]2)[cH:19][cH:20]3)[cH:6][cH:7]1.